Dataset: the Open Reaction Database (ORD), a public repository of structured organic reaction records. Task: describe an organic reaction: reactants, conditions, products, and yield Starting materials: COc1ccc(N)cc1, [I-]. The product is COc1ccc(I)cc1. RXN SMILES: [CH3:1][O:2][c:3]1[cH:4][cH:5][c:6]([NH2:9])[cH:7][cH:8]1.[I-:10]>>[CH3:1][O:2][c:3]1[cH:4][cH:5][c:6]([I:10])[cH:7][cH:8]1. Starting materials: [Cl-], C[N+](C)=C(Cl)Cl, ClCCl, CC(C)(C)c1nsc(N)c1C#N. Product: CN(C)C(Cl)=Nc1snc(C(C)(C)C)c1C#N. RXN SMILES: [Cl-:13].[Cl:14][C:15](=[N+:16]([CH3:17])[CH3:18])[Cl:19].[Cl:20][CH2:21][Cl:22].[NH2:1][c:2]1[c:3]([C:11]#[N:12])[c:4]([C:7]([CH3:8])([CH3:9])[CH3:10])[n:5][s:6]1>>[N:1]([c:2]1[c:3]([C:11]#[N:12])[c:4]([C:7]([CH3:8])([CH3:9])[CH3:10])[n:5][s:6]1)=[C:15]([Cl:14])[N:16]([CH3:17])[CH3:18]. The reactants are [Li+].[OH-] (LiOH), C(C)OC(=O)C1CCC(CC1)NC1=NC=CC(=N1)N1C=C(C2=CC=CC=C12)C(N)=O (4-[4-(3-Carbamoyl-indol-1-yl)-pyrimidin-2-ylamino]-cyclohexanecarboxylic acid ethyl ester), [Li+].[OH-] (LiOH). Run in C1CCOC1 (THF). Reaction conditions: time 6 hour. Product: C(N)(=O)C1=CN(C2=CC=CC=C12)C1=NC(=NC=C1)NC1CCC(CC1)C(=O)O (4-[4-(3-carbamoyl-indol-1-yl)-pyrimidin-2-ylamino]-cyclo-hexanecarboxylic acid). Isolated yield 88.1%. RXN SMILES: C([O:3][C:4]([CH:6]1[CH2:11][CH2:10][CH:9]([NH:12][C:13]2[N:18]=[C:17]([N:19]3[C:27]4[C:22](=[CH:23][CH:24]=[CH:25][CH:26]=4)[C:21]([C:28](=[O:30])[NH2:29])=[CH:20]3)[CH:16]=[CH:15][N:14]=2)[CH2:8][CH2:7]1)=[O:5])C.[Li+].[OH-]>C1COCC1>[C:28]([C:21]1[C:22]2[C:27](=[CH:26][CH:25]=[CH:24][CH:23]=2)[N:19]([C:17]2[CH:16]=[CH:15][N:14]=[C:13]([NH:12][CH:9]3[CH2:8][CH2:7][CH:6]([C:4]([OH:5])=[O:3])[CH2:11][CH2:10]3)[N:18]=2)[CH:20]=1)(=[O:30])[NH2:29] |f:1.2|. Reported procedure: 4-[4-(3-Carbamoyl-indol-1-yl)-pyrimidin-2-ylamino]-cyclohexanecarboxylic acid ethyl ester (1.397 g, 3.44 mmol) was dissolved in THF, and LiOH (3.4 mL, 1M aq) was added, and the mixture stirred at RT for 6 h, and additional aliquot of LiOH (6.8 mL) added, and the mixture stirred overnight. A light yellow solid formed in the flask. The mixture was concentrated in vacuo to remove THF, more was added, and the solid filtered off, washed with DCM and Et2O, and air-dried overnight to provide 4-[4-(3-ca...